The task is: describe an organic reaction: reactants, conditions, products, and yield. This data is from the Open Reaction Database (ORD), a public repository of structured organic reaction records. The reactants are NC=1C=C(C=CC1[N+](=O)[O-])N1CCN(CC1)C(=O)C1=CC=CC=C1 ((4-(3-amino-4-nitrophenyl)piperazin-1-yl)(phenyl)methanone), C(C)(=O)O (acetic acid). Reagents/catalysts: [Pd] (palladium on carbon). The solvent is C(C)O (ethanol). Conditions: time 8 hour. Yields the product NC=1C=C(C=CC1N)N1CCN(CC1)C(=O)C1=CC=CC=C1 ((4-(3,4-diaminophenyl)piperazin-1-yl)(phenyl)methanone). Yield: 45.0%. As a reaction SMILES: [NH2:1][C:2]1[CH:3]=[C:4]([N:11]2[CH2:16][CH2:15][N:14]([C:17]([C:19]3[CH:24]=[CH:23][CH:22]=[CH:21][CH:20]=3)=[O:18])[CH2:13][CH2:12]2)[CH:5]=[CH:6][C:7]=1[N+:8]([O-])=O.C(O)(=O)C>[Pd].C(O)C>[NH2:1][C:2]1[CH:3]=[C:4]([N:11]2[CH2:12][CH2:13][N:14]([C:17]([C:19]3[CH:20]=[CH:21][CH:22]=[CH:23][CH:24]=3)=[O:18])[CH2:15][CH2:16]2)[CH:5]=[CH:6][C:7]=1[NH2:8]. Reported procedure: A suspension of (4-(3-amino-4-nitrophenyl)piperazin-1-yl)(phenyl)methanone (2.0 g, 9.0 mmol), 5 ml acetic acid and palladium on carbon (100 mg, 5%) in 50 ml ethanol was stirred at room temperature under hydrogen atmosphere overnight. The mixture was filtered with the aid of celite. Crude (4-(3,4-diaminophenyl)piperazin-1-yl)(phenyl)methanone (1.2 g, 41%) was obtained after removing of solvents. A suspension of (4-(3,4-diaminophenyl)piperazin-1-yl)(phenyl)methanone (0.2 g, 0.67 mmol), acetic acid... Reactants: C(C1=CC(C(=O)O)=CC=C1)(=O)O (isophthalic acid), C(C)(=O)OC1=CC=C(C=C1)CCC1=CC=C(C=C1)OC(C)=O (1,2-bis(4-acetoxyphenyl)ethane). Reaction conditions: temperature 250 celsius. The product is C(C1=CC(C(=O)O)=CC=C1)(=O)O.OC1=CC=C(C=C1)CCC1=CC=C(C=C1)O (1,2-BIS(4-HYDROXYPHENYL)ETHANE ISOPHTHALATE). Reaction SMILES: [C:1]([OH:12])(=[O:11])[C:2]1[CH:10]=[CH:9][CH:8]=[C:4]([C:5]([OH:7])=[O:6])[CH:3]=1.C([O:16][C:17]1[CH:22]=[CH:21][C:20]([CH2:23][CH2:24][C:25]2[CH:30]=[CH:29][C:28]([O:31]C(=O)C)=[CH:27][CH:26]=2)=[CH:19][CH:18]=1)(=O)C>>[C:1]([OH:12])(=[O:11])[C:2]1[CH:10]=[CH:9][CH:8]=[C:4]([C:5]([OH:7])=[O:6])[CH:3]=1.[OH:16][C:17]1[CH:18]=[CH:19][C:20]([CH2:23][CH2:24][C:25]2[CH:26]=[CH:27][C:28]([OH:31])=[CH:29][CH:30]=2)=[CH:21][CH:22]=1 |f:2.3|. Procedure: A charge consisting of 8.2 parts of isophthalic acid and 14.8 parts of 1,2-bis(4-acetoxyphenyl)ethane is placed in a reaction vessel equipped with a stirrer, condenser and receiver. The vessel is evacuated and purged with nitrogen three times. A nitrogen blanket is maintained in the reactor while it is heated to 250° C. for about three hours during which period approximately 3.5 to 4.0 parts of acetic acid distills. Thereupon the vessel is evacuated to a pressure of about 125 mm. and heating at ... Starting materials: C1(CCCCC1)N=C=NC1CCCCC1 (N,N'-dicyclohexylcarbodiimide), Cl.NC(C(=O)OCC)C(=O)OCC (Diethyl 2-aminomalonate hydrochloride), C(=O)NCC(=O)O (formylglycine), ON1N=NC2=C1C=CC=C2 (1-hydroxybenzotriazole). Solvent: C(C)N(CC)CC (triethylamine), CN(C=O)C (dimethylformamide). Reaction conditions: time 15 hour. Yields the product C(=O)NCC(=O)NC(C(=O)OCC)C(=O)OCC (diethyl 2-[(N-formylglycyl)amino]malonate). Isolated yield 79.4%. RXN SMILES: Cl.[NH2:2][CH:3]([C:9]([O:11][CH2:12][CH3:13])=[O:10])[C:4]([O:6][CH2:7][CH3:8])=[O:5].[CH:14]([NH:16][CH2:17][C:18](O)=[O:19])=[O:15].ON1C2C=CC=CC=2N=N1.C1(N=C=NC2CCCCC2)CCCCC1>CN(C)C=O.C(N(CC)CC)C>[CH:14]([NH:16][CH2:17][C:18]([NH:2][CH:3]([C:4]([O:6][CH2:7][CH3:8])=[O:5])[C:9]([O:11][CH2:12][CH3:13])=[O:10])=[O:19])=[O:15] |f:0.1|. Procedure details: Diethyl 2-aminomalonate hydrochloride (4.2 g), formylglycine (2.3 g) and 1-hydroxybenzotriazole (2.7 g) are dissolved in dimethylformamide (50 ml). To the solution are added N,N'-dicyclohexylcarbodiimide (4.33 g) and triethylamine (2.12 g) at 0° to 5° C. The mixture is stirred at the same temperature for 2 hours and at room temperature for 15 hours. The reaction mixture is concentrated under reduced pressure. To the residue is added ethyl acetate, and the mixture is filtered to remove insoluble ... The product is CC(C(=O)O)c1ccc(F)cc1. Reaction SMILES: [CH2:25]1[O:26][CH2:27][CH2:28][CH2:29]1.[F:1][c:2]1[cH:3][cH:4][c:5]([CH:8]([C:9](=[O:10])[N:11]2[CH:12]([CH:13]([CH3:14])[CH3:15])[CH2:16][O:17][C:18]2=[O:19])[CH3:20])[cH:6][cH:7]1.[Li+:24].[OH-:23].[OH2:30].[OH:21][OH:22]>>[F:1][c:2]1[cH:3][cH:4][c:5]([CH:8]([C:9]([OH:10])=[O:21])[CH3:20])[cH:6][cH:7]1. The reactants are C1CCOC1, CC(C(=O)N1C(=O)OCC1C(C)C)c1ccc(F)cc1, [Li+], [OH-], O, OO. Reactants: CC1(C)C(=O)N(Br)C(=O)N1Br, ClCCl, O=S(=O)(O)C(F)(F)F, O=c1[nH]c2ccccc2o1. Yields the product O=c1[nH]c2ccc(Br)cc2o1. RXN SMILES: [Br:11][N:12]1[C:13]([CH3:14])([CH3:15])[C:16](=[O:17])[N:18]([Br:19])[C:20]1=[O:21].[Cl:30][CH2:31][Cl:32].[OH:22][S:23]([C:24]([F:25])([F:26])[F:27])(=[O:28])=[O:29].[o:1]1[c:2](=[O:10])[nH:3][c:4]2[c:5]1[cH:6][cH:7][cH:8][cH:9]2>>[o:1]1[c:2](=[O:10])[nH:3][c:4]2[c:5]1[cH:6][c:7]([Br:11])[cH:8][cH:9]2. The reactants are C(C)(C)(C)OC(=O)N[C@@H](CC1CCCC1)C(=O)O (N-(tert-butoxycarbonyl)-3-cyclopentyl-L-alanine), C(C1=CC=CC=C1)O (benzylalcohol), ON1N=NC2=C1C=CC=C2 (1-hydroxybenzotriazole), Cl.CN(CCCN=C=NCC)C (1-(3-dimethylaminopropyl)-3-ethylcarbodiimide hydrochloride). The reagents and catalysts are CN(C1=CC=NC=C1)C (4-dimethylaminopyridine), CN(C1=CC=NC=C1)C (4-dimethylaminopyridine). The solvent is ClCCl (dichloromethane). The product is C(C1=CC=CC=C1)OC([C@@H](NC(=O)OC(C)(C)C)CC1CCCC1)=O (N-(tert-butoxycarbonyl)-3-cyclopentyl-L-alanine benzyl ester). Yield: 95.5%. Reaction SMILES: [C:1]([O:5][C:6]([NH:8][C@H:9]([C:16]([OH:18])=[O:17])[CH2:10][CH:11]1[CH2:15][CH2:14][CH2:13][CH2:12]1)=[O:7])([CH3:4])([CH3:3])[CH3:2].[CH2:19](O)[C:20]1[CH:25]=[CH:24][CH:23]=[CH:22][CH:21]=1.ON1C2C=CC=CC=2N=N1.Cl.CN(C)CCCN=C=NCC>CN(C)C1C=CN=CC=1.ClCCl>[CH2:19]([O:17][C:16](=[O:18])[C@H:9]([CH2:10][CH:11]1[CH2:12][CH2:13][CH2:14][CH2:15]1)[NH:8][C:6]([O:5][C:1]([CH3:4])([CH3:2])[CH3:3])=[O:7])[C:20]1[CH:25]=[CH:24][CH:23]=[CH:22][CH:21]=1 |f:3.4|. Procedure: A mixture of 1.2 g (4.67 mmol) of N-(tert-butoxycarbonyl)-3-cyclopentyl-L-alanine, 540 mg (5 mmol) of benzylalcohol, 675 mg (5 mmol) of 1-hydroxybenzotriazole, 1.152 g (6 mmol) of 1-(3-dimethylaminopropyl)-3-ethylcarbodiimide hydrochloride and 0.031 g (0.25 mmol) of 4-dimethylaminopyridine was stirred in 20 ml of dichloromethane for 1 hour and then a further 610 mg (5 mmol) of 4-dimethylaminopyridine were added. After 4 hours the solution was extracted with 2M hydrochloric acid and saturated sod...